Dataset: the Open Reaction Database (ORD), a public repository of structured organic reaction records. Task: describe an organic reaction: reactants, conditions, products, and yield The reactants are ClC=1N=NC(=CC1)C1=C(C=CC=C1)F (3-chloro-6-(o-fluorophenyl)-pyridazine), C(C)(=O)NN (acetylhydrazine). Solvent: C(CCC)O (n-butanol). Product: CC1=NN=C2N1N=C(C=C2)C2=C(C=CC=C2)F (3-methyl-6-(o-fluorophenyl)-1,2,4-triazolo-[4,3-b]pyridazine). RXN SMILES: Cl[C:2]1[N:3]=[N:4][C:5]([C:8]2[CH:13]=[CH:12][CH:11]=[CH:10][C:9]=2[F:14])=[CH:6][CH:7]=1.[C:15]([NH:18][NH2:19])(=O)[CH3:16]>C(O)CCC>[CH3:16][C:15]1[N:3]2[N:4]=[C:5]([C:8]3[CH:13]=[CH:12][CH:11]=[CH:10][C:9]=3[F:14])[CH:6]=[CH:7][C:2]2=[N:19][N:18]=1. Procedure: As in Example 36, a mixture of 2.5 g. of 3-chloro-6-(o-fluorophenyl)-pyridazine and 1.76 g. of acetylhydrazine in 50 ml. of n-butanol is refluxed for 48 hrs. to give 2.0 g. of product as off-white crystals, m.p. 147°-149° C. Starting materials: C1(=CC=CS1)C(=O)C1C(NC2=CC=CN=C12)=O (3-(2-thenoyl)-4-azaoxindole), ClS(=O)(=O)NC=O (N-chlorosulfonyl carboxamide), C1(=CC=CS1)C(=O)C1C(NC2=CC=NC=C12)=O (3-(2-thenoyl)-5-azaoxindole), C(=NS(=O)(=O)Cl)=O (N-chlorosulfonyl isocyanate). Run in CS(=O)C (DMSO), C(C)#N (acetonitrile), CCOCC (Ether), CO (methanol). Run at time 8 hour. The product is C1(=CC=CS1)C(=O)C1C(N(C2=CC=NC=C12)C(=O)N)=O (3-(2-Thenoyl)-5-azaoxindole-1-carboxamide). Reaction SMILES: C1(C(C2C3C(=CC=CN=3)[NH:10][C:9]2=[O:17])=O)SC=CC=1.[C:18]1([C:23]([CH:25]2[C:33]3[C:28](=[CH:29][CH:30]=[N:31][CH:32]=3)[NH:27][C:26]2=[O:34])=[O:24])[S:22][CH:21]=[CH:20][CH:19]=1.C(=O)=NS(Cl)(=O)=O.ClS(NC=O)(=O)=O>CS(C)=O.CO.CCOCC.C(#N)C>[C:18]1([C:23]([CH:25]2[C:33]3[C:28](=[CH:29][CH:30]=[N:31][CH:32]=3)[N:27]([C:9]([NH2:10])=[O:17])[C:26]2=[O:34])=[O:24])[S:22][CH:21]=[CH:20][CH:19]=1. Reported procedure: The title compound was prepared from 3-(2-thenoyl)-4-azaoxindole (Example 4C) according to the procedure of Example 2C, using 3-(2-thenoyl)-5-azaoxindole (500 mg, 2.0 mmol), N-chlorosulfonyl isocyanate (0.26, 3.0 mmol), and acetonitrile (15 mL). Reaction time: 2.25 hours. The crude N-chlorosulfonyl carboxamide was hydrolysed by stirring in DMSO (1.5 mL) for 1.5 hours in a flask open to the air. Ether was added to give a two phase mixture followed by methanol, which gave a homogenous solution. On... Reactants: CCN=C=NCCCN(C)C, CN1CCOCC1, CCCOC1CN(C(=O)OCC)CCC1NC(=O)c1cc(Cl)c(C)[nH]1, Cc1[nH]c(C(=O)O)c(C#N)c1Cl, ClCCl, Cl, On1nnc2ccccc21. The product is CCCOC1CN(C(=O)OCC)CCC1NC(=O)c1[nH]c(C)c(Cl)c1C#N. Reaction SMILES: [CH2:56]([N:57]=[C:58]=[N:59][CH2:60][CH2:61][CH2:62][N:63]([CH3:64])[CH3:65])[CH3:66].[CH3:48][N:49]1[CH2:50][CH2:51][O:52][CH2:53][CH2:54]1.[Cl:13][c:14]1[cH:15][c:16]([C:17](=[O:18])[NH:22][CH:23]2[CH:24]([O:34][CH2:35][CH2:36][CH3:37])[CH2:25][N:26]([C:29](=[O:30])[O:31][CH2:32][CH3:33])[CH2:27][CH2:28]2)[nH:19][c:20]1[CH3:21].[Cl:1][c:2]1[c:3]([C:11]#[N:12])[c:4]([C:8](=[O:9])[OH:10])[nH:5][c:6]1[CH3:7].[Cl:67][CH2:68][Cl:69].[ClH:55].[OH:38][n:39]1[c:40]2[cH:41][cH:42][cH:43][cH:44][c:45]2[n:46][n:47]1>>[Cl:1][c:2]1[c:3]([C:11]#[N:12])[c:4]([C:8](=[O:10])[NH:22][CH:23]2[CH:24]([O:34][CH2:35][CH2:36][CH3:37])[CH2:25][N:26]([C:29](=[O:30])[O:31][CH2:32][CH3:33])[CH2:27][CH2:28]2)[nH:5][c:6]1[CH3:7]. The reactants are O1CCCC1 (tetrahydrofuran), C(C)(C)(C)OC(N(C1CCN(CC1)CCN1C(C=CC2=C(C=C(C=C12)OC)C=O)=O)CC1=CC2=C(OCCO2)C=C1)=O (tert-butyl(2,3-dihydro-1,4-benzodioxin-6-ylmethyl)(1-(2-(5-formyl-7-methoxy-2-oxoquinolin-1(2H)-yl)ethyl)piperidin-4-yl)carbamate), C(C)[Mg]Br.O1CCCC1 (ethylmagnesium bromide tetrahydrofuran), [Cl-].[NH4+] (ammonium chloride). Run in C(Cl)(Cl)Cl (chloroform), O (water). Conditions: time 1.5 hour. Yields the product C(C)(C)(C)OC(N(C1CCN(CC1)CCN1C(C=CC2=C(C=C(C=C12)OC)C(CC)O)=O)CC1=CC2=C(OCCO2)C=C1)=O (tert-butyl(2,3-dihydro-1,4-benzodioxin-6-ylmethyl)(1-(2-(5-(1-hydroxypropyl)-7-methoxy-2-oxoquinolin-1(2H)-yl)ethyl)piperidin-4-yl)carbamate). RXN SMILES: O1CC[CH2:3][CH2:2]1.[C:6]([O:10][C:11](=[O:47])[N:12]([CH2:36][C:37]1[CH:46]=[CH:45][C:40]2[O:41][CH2:42][CH2:43][O:44][C:39]=2[CH:38]=1)[CH:13]1[CH2:18][CH2:17][N:16]([CH2:19][CH2:20][N:21]2[C:30]3[C:25](=[C:26]([CH:33]=[O:34])[CH:27]=[C:28]([O:31][CH3:32])[CH:29]=3)[CH:24]=[CH:23][C:22]2=[O:35])[CH2:15][CH2:14]1)([CH3:9])([CH3:8])[CH3:7].C([Mg]Br)C.O1CCCC1.[Cl-].[NH4+]>C(Cl)(Cl)Cl.O>[C:6]([O:10][C:11](=[O:47])[N:12]([CH2:36][C:37]1[CH:46]=[CH:45][C:40]2[O:41][CH2:42][CH2:43][O:44][C:39]=2[CH:38]=1)[CH:13]1[CH2:14][CH2:15][N:16]([CH2:19][CH2:20][N:21]2[C:30]3[C:25](=[C:26]([CH:33]([OH:34])[CH2:2][CH3:3])[CH:27]=[C:28]([O:31][CH3:32])[CH:29]=3)[CH:24]=[CH:23][C:22]2=[O:35])[CH2:17][CH2:18]1)([CH3:9])([CH3:7])[CH3:8] |f:2.3,4.5|. Procedure: To 20 mL of a tetrahydrofuran solution containing 0.65 g of tert-butyl(2,3-dihydro-1,4-benzodioxin-6-ylmethyl)(1-(2-(5-formyl-7-methoxy-2-oxoquinolin-1(2H)-yl)ethyl)piperidin-4-yl)carbamate, 8.8 mL of 1 mol/L ethylmagnesium bromide/tetrahydrofuran was added at −78° C. and stirred for 1.5 hours. To the reaction mixture, aqueous saturated ammonium chloride solution, water and chloroform were added. The organic layer was separated, washed sequentially with aqueous saturated sodium hydrogen carbonat... Reactants: SC1=NC2=CC=CC=C2C(N1C1=CC=CC=C1)=O (2-mercapto-3-phenyl-4(3H)-quinazolinone), ClCC=1NC2=C(N1)C=CC=C2 (2-chloromethylbenzimidazole). Yields the product N1=C(NC2=C1C=CC=C2)CSC2=NC1=CC=CC=C1C(N2C2=CC=CC=C2)=O (2-(2-Benzimidazolylmethylthio)-3-phenyl-4(3H)-quinazolinone). Isolated yield 39.3%. RXN SMILES: [SH:1][C:2]1[N:11]([C:12]2[CH:17]=[CH:16][CH:15]=[CH:14][CH:13]=2)[C:10](=[O:18])[C:9]2[C:4](=[CH:5][CH:6]=[CH:7][CH:8]=2)[N:3]=1.Cl[CH2:20][C:21]1[NH:22][C:23]2[CH:29]=[CH:28][CH:27]=[CH:26][C:24]=2[N:25]=1>>[N:22]1[C:23]2[CH:29]=[CH:28][CH:27]=[CH:26][C:24]=2[NH:25][C:21]=1[CH2:20][S:1][C:2]1[N:11]([C:12]2[CH:13]=[CH:14][CH:15]=[CH:16][CH:17]=2)[C:10](=[O:18])[C:9]2[C:4](=[CH:5][CH:6]=[CH:7][CH:8]=2)[N:3]=1. Procedure details: The title compound was prepared in a yield of 39.3%, using 2-mercapto-3-phenyl-4(3H)-quinazolinone in place of 3- isobutyl-2-mercapto-4(3H)-quinazolinone and 2-chloromethylbenzimidazole in place of 2-chloromethylpyridine hydrochloride. Starting materials: COC=1C=CC2=C(C1)OC(C=1CNCCC12)=O (8-methoxy-1,2,3,4-tetrahydro-chromeno[3,4-c]pyridin-5-one), ClC=1C=C(C=O)C=CC1 (3-chlorobenzaldehyde). Product: ClC=1C=C(CN2CC3=C(CC2)C=2C=CC(=CC2OC3=O)OC)C=CC1 (3-(3-Chloro-benzyl)-8-methoxy-1,2,3,4-tetrahydro-chromeno[3,4-c]pyridin-5-one). Yield: 65.0%. As a reaction SMILES: [CH3:1][O:2][C:3]1[CH:4]=[CH:5][C:6]2[C:16]3[CH2:15][CH2:14][NH:13][CH2:12][C:11]=3[C:10](=[O:17])[O:9][C:7]=2[CH:8]=1.[Cl:18][C:19]1[CH:20]=[C:21]([CH:24]=[CH:25][CH:26]=1)[CH:22]=O>>[Cl:18][C:19]1[CH:20]=[C:21]([CH:24]=[CH:25][CH:26]=1)[CH2:22][N:13]1[CH2:14][CH2:15][C:16]2[C:6]3[CH:5]=[CH:4][C:3]([O:2][CH3:1])=[CH:8][C:7]=3[O:9][C:10](=[O:17])[C:11]=2[CH2:12]1. Procedure details: Prepared by the procedure of Example 3 from 8-methoxy-1,2,3,4-tetrahydro-chromeno[3,4-c]pyridin-5-one and 3-chlorobenzaldehyde. Yield 65%; mp 112°-115° C. Reactants: CN(C)C1CCNC1, N#Cc1ccc(-c2ccc(OCCCCl)cc2)cc1F. Product: CN(C)C1CCN(CCCOc2ccc(-c3ccc(C#N)c(F)c3)cc2)C1. Reaction SMILES: [CH3:21][N:22]([CH:23]1[CH2:24][NH:25][CH2:26][CH2:27]1)[CH3:28].[Cl:1][CH2:2][CH2:3][CH2:4][O:5][c:6]1[cH:7][cH:8][c:9](-[c:12]2[cH:13][c:14]([F:20])[c:15]([C:18]#[N:19])[cH:16][cH:17]2)[cH:10][cH:11]1>>[CH2:2]([CH2:3][CH2:4][O:5][c:6]1[cH:7][cH:8][c:9](-[c:12]2[cH:13][c:14]([F:20])[c:15]([C:18]#[N:19])[cH:16][cH:17]2)[cH:10][cH:11]1)[N:25]1[CH2:24][CH:23]([N:22]([CH3:21])[CH3:28])[CH2:27][CH2:26]1.